Dataset: the Open Reaction Database (ORD), a public repository of structured organic reaction records. Task: describe an organic reaction: reactants, conditions, products, and yield Starting materials: COC=1C=CC2=C(N=C(O2)C2=CC(=CC=C2)C(F)(F)F)C1 (5-methoxy-2-(3-trifluoromethylphenyl)-benzoxazole), B(Br)(Br)Br (BBr3). Solvent: C(Cl)Cl (CH2Cl2). Run at time 48 hour. Yields the product O1C=NC2=C1C=CC=C2 (benzoxazole). RXN SMILES: CO[C:3]1[CH:4]=[CH:5][C:6]2[O:10][C:9](C3C=CC=C(C(F)(F)F)C=3)=[N:8][C:7]=2[CH:21]=1.B(Br)(Br)Br>C(Cl)Cl>[O:10]1[C:6]2[CH:5]=[CH:4][CH:3]=[CH:21][C:7]=2[N:8]=[CH:9]1. Procedure: To a solution of compound 10 (200 mg, 0.68 mmol) in CH2Cl2 (5 mL) was added BBr3 (1M in CH2Cl2, 1 mL, 1 mmol) dropwise. The resulting solution was allowed to stir for 48 h. The solvent was removed by evaporation (in vacuo) and the residue was dissolved in ethyl acetate and washed with saturated NaHCO3. The organic layer was dried over MgSO4 and evaporated (in vacuo). The residue was purified using column chromatography (30% ethyl acetate/hexanes) to yield compound 8 as a white solid.